Task: describe an organic reaction: reactants, conditions, products, and yield. Dataset: the Open Reaction Database (ORD), a public repository of structured organic reaction records The reactants are N1(CCC1)C1=NC=NC(=C1C(=O)C=1C=NN(C1C1=CC=C(C=C1)C)C)Cl ([4-(azetidin-1-yl)-6-chloropyrimidin-5-yl][1-methyl-5-(4-methylphenyl)-1H-pyrazol-4-yl]methanone), CNN (methylhydrazine). Run in N1=CC=CC=C1 (pyridine). Conditions: temperature 85 celsius, time 4 hour. The product is N1(CCC1)C1=C2C(=NC=N1)N(N=C2C=2C=NN(C2C2=CC=C(C=C2)C)C)C (4-(azetidin-1-yl)-1-methyl-3-[1-methyl-5-(4-methylphenyl)-1H-pyrazol-4-yl]-1H-pyrazolo[3,4-d]pyrimidine). Reaction SMILES: [N:1]1([C:5]2[C:10]([C:11]([C:13]3[CH:14]=[N:15][N:16]([CH3:25])[C:17]=3[C:18]3[CH:23]=[CH:22][C:21]([CH3:24])=[CH:20][CH:19]=3)=O)=[C:9](Cl)[N:8]=[CH:7][N:6]=2)[CH2:4][CH2:3][CH2:2]1.[CH3:27][NH:28][NH2:29]>N1C=CC=CC=1>[N:1]1([C:5]2[N:6]=[CH:7][N:8]=[C:9]3[N:28]([CH3:27])[N:29]=[C:11]([C:13]4[CH:14]=[N:15][N:16]([CH3:25])[C:17]=4[C:18]4[CH:23]=[CH:22][C:21]([CH3:24])=[CH:20][CH:19]=4)[C:10]=23)[CH2:4][CH2:3][CH2:2]1. Reported procedure: To a solution of [4-(azetidin-1-yl)-6-chloropyrimidin-5-yl][1-methyl-5-(4-methylphenyl)-1H-pyrazol-4-yl]methanone (C6) (from Step 6, ≦0.576 mmol) in pyridine (5.0 mL) was added methylhydrazine (0.302 mL, 5.74 mmol), and the reaction was stirred at 85° C. for 4 hours. The reaction mixture was concentrated under reduced pressure, and the residue was purified via silica gel chromatography (Gradient: 0 to 30% methanol in dichloromethane) to provide the title product as a colorless oil. Yield: 200 mg... The reactants are CCc1nc(NN)c(F)c(N2CC(N(C)C)C3(CC3)C2)n1, ClCCCl, CN1CCOCC1, O=CN(CC(CC1CCCC1)C(=O)O)OCc1ccccc1, CN(C)C=O, On1nnc2cccnc21. The product is CCc1nc(NNC(=O)C(CC2CCCC2)CN(C=O)OCc2ccccc2)c(F)c(N2CC(N(C)C)C3(CC3)C2)n1. As a reaction SMILES: [CH2:1]([CH3:2])[c:3]1[n:4][c:5]([NH:20][NH2:21])[c:6]([F:19])[c:7]([N:9]2[CH2:10][C:11]3([CH2:12][CH2:13]3)[CH:14]([N:16]([CH3:17])[CH3:18])[CH2:15]2)[n:8]1.[CH2:61]([Cl:62])[CH2:63][Cl:64].[CH3:44][N:45]1[CH2:46][CH2:47][O:48][CH2:49][CH2:50]1.[CH:22]1([CH2:27][CH:28]([C:29](=[O:30])[OH:31])[CH2:32][N:33]([O:34][CH2:35][c:36]2[cH:37][cH:38][cH:39][cH:40][cH:41]2)[CH:42]=[O:43])[CH2:23][CH2:24][CH2:25][CH2:26]1.[O:65]=[CH:66][N:67]([CH3:68])[CH3:69].[OH:51][n:52]1[c:53]2[n:54][cH:55][cH:56][cH:57][c:58]2[n:59][n:60]1>>[CH2:1]([CH3:2])[c:3]1[n:4][c:5]([NH:20][NH:21][C:29]([CH:28]([CH2:27][CH:22]2[CH2:23][CH2:24][CH2:25][CH2:26]2)[CH2:32][N:33]([O:34][CH2:35][c:36]2[cH:37][cH:38][cH:39][cH:40][cH:41]2)[CH:42]=[O:43])=[O:30])[c:6]([F:19])[c:7]([N:9]2[CH2:10][C:11]3([CH2:12][CH2:13]3)[CH:14]([N:16]([CH3:17])[CH3:18])[CH2:15]2)[n:8]1. Reactants: NC1=NC=NC(=C1C(=O)N)N1CCC(CC1)C=1N(C=C(N1)C1=CC(=C(C=C1)F)C(F)(F)F)C (4-Amino-6-{4-[4-(4-fluoro-3-trifluoromethyl-phenyl)-1-methyl-1H-imidazol-2-yl]-piperidin-1-yl}-pyrimidine-5-carboxamide), NC1=NC=NC(=C1C#N)N1CCC(CC1)C=1N(C=C(N1)C1=CC(=C(C=C1)F)C(F)(F)F)CCN(C)C(C)C (4-Amino-6-(4-{4-(4-fluoro-3-trifluoromethyl-phenyl)-1-[2-(isopropyl-methyl-amino)-ethyl]-1H-imidazol-2-yl}-piperidin-1-yl)-pyrimidine-5-carbonitrile). Product: NC1=NC=NC(=C1C(=O)N)N1CCC(CC1)C=1N(C=C(N1)C1=CC(=C(C=C1)F)C(F)(F)F)CCN(C)CCN(C)C (4-Amino-6-{4-[1-{2-[(2-dimethylamino-ethyl)-methyl-amino]-ethyl}-4-(4-fluoro-3-trifluoromethyl-phenyl)-1H-imidazol-2-yl]-piperidin-1-yl}-pyrimidine-5-carboxylic acid amide). RXN SMILES: [NH2:1][C:2]1[C:7]([C:8]([NH2:10])=[O:9])=[C:6]([N:11]2[CH2:16][CH2:15][CH:14]([C:17]3[N:18]([CH3:33])[CH:19]=[C:20]([C:22]4[CH:27]=[CH:26][C:25]([F:28])=[C:24]([C:29]([F:32])([F:31])[F:30])[CH:23]=4)[N:21]=3)[CH2:13][CH2:12]2)[N:5]=[CH:4][N:3]=1.NC1C(C#N)=C(N2CCC([C:49]3[N:50]([CH2:65][CH2:66][N:67]([CH:69](C)C)[CH3:68])[CH:51]=C(C4C=CC(F)=C(C(F)(F)F)C=4)N=3)CC2)N=CN=1>>[NH2:1][C:2]1[C:7]([C:8]([NH2:10])=[O:9])=[C:6]([N:11]2[CH2:16][CH2:15][CH:14]([C:17]3[N:18]([CH2:33][CH2:49][N:50]([CH2:65][CH2:66][N:67]([CH3:69])[CH3:68])[CH3:51])[CH:19]=[C:20]([C:22]4[CH:27]=[CH:26][C:25]([F:28])=[C:24]([C:29]([F:32])([F:31])[F:30])[CH:23]=4)[N:21]=3)[CH2:13][CH2:12]2)[N:5]=[CH:4][N:3]=1. Procedure: The title compound was prepared in an analogous manner as 4-Amino-6-{4-[4-(4-fluoro-3-trifluoromethyl-phenyl)-1-methyl-1H-imidazol-2-yl]-piperidin-1-yl}-pyrimidine-5-carboxamide using 4-Amino-6-(4-{4-(4-fluoro-3-trifluoromethyl-phenyl)-1-[2-(isopropyl-methyl-amino)-ethyl]-1H-imidazol-2-yl}-piperidin-1-yl)-pyrimidine-5-carbonitrile instead of 4-amino-6-(4-{4-[4-fluoro-3-(trifluoromethyl)phenyl]-1-methyl-1H-imidazol-2-yl}piperidin-1-yl)pyrimidine-5-carbonitrile. LC-MS: (M+1=549, obsd.=549).